This data is from the Open Reaction Database (ORD), a public repository of structured organic reaction records. The task is: describe an organic reaction: reactants, conditions, products, and yield The reactants are Fc1cncc(Br)c1, CCOCC=O, C1CCOC1, [Li]CCCC, CC(C)NC(C)C. Product: CCOCC(O)c1c(F)cncc1Br. Reaction SMILES: [Br:13][c:14]1[cH:15][n:16][cH:17][c:18]([F:20])[cH:19]1.[CH2:21]([CH3:22])[O:23][CH2:24][CH:25]=[O:26].[CH2:27]1[O:28][CH2:29][CH2:30][CH2:31]1.[CH3:1][CH2:2][CH2:3][CH2:4][Li:5].[CH:6]([NH:7][CH:8]([CH3:9])[CH3:10])([CH3:11])[CH3:12]>>[Br:13][c:14]1[cH:15][n:16][cH:17][c:18]([F:20])[c:19]1[CH:25]([CH2:24][O:23][CH2:21][CH3:22])[OH:26]. Reactants: OC1=NC=C(N=C1C)Br (2-hydroxy-3-methyl-5-bromopyrazine), OC1=NC=C(N=C1C1=CC=CC=C1)Br (2-hydroxy-3-phenyl-5-bromopyrazine). Product: BrC1=NC=C(N=C1C1=CC=CC=C1)Br (2,5-dibromo-3-phenylpyrazine). As a reaction SMILES: OC1C(C)=NC([Br:9])=CN=1.O[C:11]1[C:16]([C:17]2[CH:22]=[CH:21][CH:20]=[CH:19][CH:18]=2)=[N:15][C:14]([Br:23])=[CH:13][N:12]=1>>[Br:9][C:11]1[C:16]([C:17]2[CH:22]=[CH:21][CH:20]=[CH:19][CH:18]=2)=[N:15][C:14]([Br:23])=[CH:13][N:12]=1. Procedure: By replacing the 2-hydroxy-3-methyl-5-bromopyrazine used in Step A of Preparation 87 by an equivalent quantity of 2-hydroxy-3-phenyl-5-bromopyrazine and following substantially the same procedure there is obtained 2,5-dibromo-3-phenylpyrazine. Starting materials: CS(=O)C (DMSO), FC1=CC=C(CNC(=O)C2=NC(=C3C=CC=NC3=C2O)C2CC(NCCS2)=O)C=C1 (N-(4-Fluorobenzyl)-8-hydroxy-5-(5-oxo-1,4-thiazepan-7-yl)[1,6]naphthyridine-7-carboxamide), ClC1=CC(=CC=C1)C(=O)OO (3-chloroperbenzoic acid), ClCCl (dichloromethane). The solvent is C(C)OCC (diethyl ether), CN(C)C=O (DMF). Reaction conditions: time 2 hour. Yields the product FC1=CC=C(CNC(=O)C2=NC(=C3C=CC=NC3=C2O)C2CC(NCCS2=O)=O)C=C1 (N-(4-Fluorobenzyl)-8-hydroxy-5-(1-oxido-5-oxo-1,4-thiazepan-7-yl)-[1,6]naphthyridine-7-carboxamide). RXN SMILES: [F:1][C:2]1[CH:30]=[CH:29][C:5]([CH2:6][NH:7][C:8]([C:10]2[C:19]([OH:20])=[C:18]3[C:13]([CH:14]=[CH:15][CH:16]=[N:17]3)=[C:12]([CH:21]3[S:27][CH2:26][CH2:25][NH:24][C:23](=[O:28])[CH2:22]3)[N:11]=2)=[O:9])=[CH:4][CH:3]=1.ClC1C=CC=C(C(OO)=[O:39])C=1.ClCCl.CS(C)=O>CN(C=O)C.C(OCC)C>[F:1][C:2]1[CH:3]=[CH:4][C:5]([CH2:6][NH:7][C:8]([C:10]2[C:19]([OH:20])=[C:18]3[C:13]([CH:14]=[CH:15][CH:16]=[N:17]3)=[C:12]([CH:21]3[S:27](=[O:39])[CH2:26][CH2:25][NH:24][C:23](=[O:28])[CH2:22]3)[N:11]=2)=[O:9])=[CH:29][CH:30]=1. Procedure: To a cold (0° C.) solution of N-(4-fluorobenzyl)-8-hydroxy-5-(5-oxo-1,4-thiazepan-7-yl)[1,6]naphthyridine-7-carboxamide (Example 141) (0.22 g, 0.52 mmol) in DMF (25 mL), a solution of 3-chloroperbenzoic acid in dichloromethane (0.57 mmol, 0.129 g/mL) was added and stirred at room temperature for 2 hours. The product mixture was treated with DMSO (1 mL), diethyl ether (200 mL), and cooled in an ice bath. The resultant precipitate was filtered, dissolved in DMSO, and subjected to HPLC purification... The reactants are [N+](=O)([O-])C1=C(C=CC2=CC=CC=C12)OC (1-nitro-2-methoxynaphthalene). Reagents/catalysts: [Ni] (Raney nickel). Solvent: C(C)O (ethanol). The product is NC1=C(C=CC2=CC=CC=C12)OC (1-amino-2-methoxynaphthalene). RXN SMILES: [N+:1]([C:4]1[C:13]2[C:8](=[CH:9][CH:10]=[CH:11][CH:12]=2)[CH:7]=[CH:6][C:5]=1[O:14][CH3:15])([O-])=O>C(O)C.[Ni]>[NH2:1][C:4]1[C:13]2[C:8](=[CH:9][CH:10]=[CH:11][CH:12]=2)[CH:7]=[CH:6][C:5]=1[O:14][CH3:15]. Reported procedure: 1-nitro-2-methoxynaphthalene (1 g.) is hydrogenated in absolute ethanol (200 ml.) over Raney nickel catalyst (1 g.) at 25°C and an initial pressure of 40 psi until the theoretical amount of hydrogen is absorbed, The catalyst is removed, the filtrate concentrated to dryness under vacuum, and the residue recrystallized from methanol to yield 1-amino-2-methoxynaphthalene. Reactants: CCN(C)c1ccc(N)cn1, CCCc1nc(-c2ccccc2)oc1C(=O)ON1C(=O)CCC1=O. Yields the product CCCc1nc(-c2ccccc2)oc1C(=O)Nc1ccc(N(C)CC)nc1. As a reaction SMILES: [CH2:25]([CH3:26])[N:27]([c:28]1[n:29][cH:30][c:31]([NH2:34])[cH:32][cH:33]1)[CH3:35].[O:1]=[C:2]1[CH2:3][CH2:4][C:5](=[O:6])[N:7]1[O:8][C:9](=[O:10])[c:11]1[c:12]([CH2:22][CH2:23][CH3:24])[n:13][c:14](-[c:16]2[cH:17][cH:18][cH:19][cH:20][cH:21]2)[o:15]1>>[C:9](=[O:10])([c:11]1[c:12]([CH2:22][CH2:23][CH3:24])[n:13][c:14](-[c:16]2[cH:17][cH:18][cH:19][cH:20][cH:21]2)[o:15]1)[NH:34][c:31]1[cH:30][n:29][c:28]([N:27]([CH2:25][CH3:26])[CH3:35])[cH:33][cH:32]1. Reactants: BrC=1C=C(C(=NC1)N)O[C@H](C)C1=C(C(=CC=C1Cl)F)Cl (5-bromo-3-[(1R)-1-(2,6-dichloro-3-fluoro-phenyl)-ethoxy]-pyridin-2-ylamine), BrC1=CC=C(C=C1)B(O)O (4-bromophenyl boronic acid), CP(C)=O (dimethylphosphine oxide). Run in CCCCCC.C(C)(C)O (hexane isopropanol). The product is ClC1=C(C(=CC=C1F)Cl)[C@@H](C)OC=1C(=NC=C(C1)C1=CC=C(C=C1)P(=O)(C)C)N (3-[(1R)-1-(2,6-dichloro-3-fluoro-phenyl)ethoxy]-5-(4-dimethylphosphorylphenyl)pyridin-2-amine). As a reaction SMILES: Br[C:2]1[CH:3]=[C:4]([O:9][C@@H:10]([C:12]2[C:17]([Cl:18])=[CH:16][CH:15]=[C:14]([F:19])[C:13]=2[Cl:20])[CH3:11])[C:5]([NH2:8])=[N:6][CH:7]=1.Br[C:22]1[CH:27]=[CH:26][C:25](B(O)O)=[CH:24][CH:23]=1.[CH3:31][PH:32](=[O:34])[CH3:33]>CCCCCC.C(O)(C)C>[Cl:20][C:13]1[C:14]([F:19])=[CH:15][CH:16]=[C:17]([Cl:18])[C:12]=1[C@H:10]([O:9][C:4]1[C:5]([NH2:8])=[N:6][CH:7]=[C:2]([C:22]2[CH:27]=[CH:26][C:25]([P:32]([CH3:33])([CH3:31])=[O:34])=[CH:24][CH:23]=2)[CH:3]=1)[CH3:11] |f:3.4|. Procedure: The title compound was prepared from 5-bromo-3-[(1R)-1-(2,6-dichloro-3-fluoro-phenyl)-ethoxy]-pyridin-2-ylamine, 4-bromophenyl boronic acid, and dimethylphosphine oxide following the same procedures as Example 1 Step 1 and Step 3; ESMS: m/z 453 (M+H)+; chiral purity 99.87% (column AD-H 4.6*250 mm 5 um; solvent:hexane/isopropanol). Reactants: COC1=CC=C(CN(C2=NC(=NC(=N2)C)C=2C(=NC=C(C=O)C2)NC=2C=NC(=CC2)OC)CC2=CC=C(C=C2)OC)C=C1 (5-(4-(bis(4-methoxybenzyl)amino)-6-methyl-1,3,5-triazin-2-yl)-6-(6-methoxypyridin-3-ylamino)nicotinaldehyde), CS(=O)(=O)C1CCNCC1 (4-(methylsulfonyl)piperidine). Product: COC1=CC=C(C=N1)NC1=NC=C(C=C1C1=NC(=NC(=N1)C)N)CN1CCC(CC1)S(=O)(=O)C (4-(2-(6-Methoxypyridin-3-Ylamino)-5-((4-(Methylsulfonyl)Piperidin-1-yl)Methyl)Pyridin-3-yl)-6-Methyl-1,3,5-Triazin-2-Amine). Reaction SMILES: COC1C=CC(C[N:8](CC2C=CC(OC)=CC=2)[C:9]2[N:14]=[C:13]([CH3:15])[N:12]=[C:11]([C:16]3[C:17]([NH:24][C:25]4[CH:26]=[N:27][C:28]([O:31][CH3:32])=[CH:29][CH:30]=4)=[N:18][CH:19]=[C:20]([CH:23]=3)[CH:21]=O)[N:10]=2)=CC=1.[CH3:44][S:45]([CH:48]1[CH2:53][CH2:52][NH:51][CH2:50][CH2:49]1)(=[O:47])=[O:46]>>[CH3:32][O:31][C:28]1[N:27]=[CH:26][C:25]([NH:24][C:17]2[C:16]([C:11]3[N:12]=[C:13]([CH3:15])[N:14]=[C:9]([NH2:8])[N:10]=3)=[CH:23][C:20]([CH2:21][N:51]3[CH2:52][CH2:53][CH:48]([S:45]([CH3:44])(=[O:47])=[O:46])[CH2:49][CH2:50]3)=[CH:19][N:18]=2)=[CH:30][CH:29]=1. Reported procedure: The title compound was synthesized following an analogous procedure to Example 220 using 5-(4-(bis(4-methoxybenzyl)amino)-6-methyl-1,3,5-triazin-2-yl)-6-(6-methoxypyridin-3-ylamino)nicotinaldehyde (0.200 g, 0.346 mmol) and 4-(methylsulfonyl)piperidine (PharmaBlock, Carrboro, N.C.) (0.085 g, 0.519 mmol). 1H NMR (400 MHz, CDCl3) δ 11.67 (s, 1H); 8.71 (d, J=2.15 Hz, 1H); 8.36 (d, J=2.54 Hz, 1H); 8.18 (d, J=2.35 Hz, 1H); 8.11 (dd, J=9.00, 2.74 Hz, 1H); 6.77 (d, J=8.80 Hz, 1H); 5.76 (s, 2H); 3.94 (s,... The reactants are OC=1C=C2C(N(C(=NC2=CC1)C1=CC(=CC=C1)OC)CC(=O)NC(C)C)=O (2-[6-hydroxy-2-(3-methoxy-phenyl)-4-oxo-4H-quinazolin-3-yl]-N-isopropyl-acetamide), C(=O)(OC(C)(C)C)N1C(CCCC1)CCO (N-Boc-2-piperidine ethanol), C1(=CC=CC=C1)P(C1=CC=CC=C1)C1=CC=CC=C1 (triphenylphosphine), CC(C)OC(=O)/N=N/C(=O)OC(C)C (diisopropylazodicarboxylate). The solvent is ClCCl (dichloromethane), CN(C)C=O (DMF). Conditions: temperature 0 celsius, time 16 hour. Yields the product C(C)(C)(C)OC(=O)N1C(CCCC1)CCOC=1C=C2C(N(C(=NC2=CC1)C1=CC(=CC=C1)OC)CC(NC(C)C)=O)=O (2-{2-[3-(isopropylcarbamoylmethyl)-2-(3-methoxyphenyl)-4-oxo-3,4-dihydroquinazolin-6-yloxy]ethyl}piperidine-1-carboxylic acid tert-butyl ester). The yield is 20.0%. As a reaction SMILES: [OH:1][C:2]1[CH:3]=[C:4]2[C:9](=[CH:10][CH:11]=1)[N:8]=[C:7]([C:12]1[CH:17]=[CH:16][CH:15]=[C:14]([O:18][CH3:19])[CH:13]=1)[N:6]([CH2:20][C:21]([NH:23][CH:24]([CH3:26])[CH3:25])=[O:22])[C:5]2=[O:27].[C:28]([N:35]1[CH2:40][CH2:39][CH2:38][CH2:37][CH:36]1[CH2:41][CH2:42]O)([O:30][C:31]([CH3:34])([CH3:33])[CH3:32])=[O:29].C1(P(C2C=CC=CC=2)C2C=CC=CC=2)C=CC=CC=1.CC(OC(/N=N/C(OC(C)C)=O)=O)C>ClCCl.CN(C=O)C>[C:31]([O:30][C:28]([N:35]1[CH2:40][CH2:39][CH2:38][CH2:37][CH:36]1[CH2:41][CH2:42][O:1][C:2]1[CH:3]=[C:4]2[C:9](=[CH:10][CH:11]=1)[N:8]=[C:7]([C:12]1[CH:17]=[CH:16][CH:15]=[C:14]([O:18][CH3:19])[CH:13]=1)[N:6]([CH2:20][C:21](=[O:22])[NH:23][CH:24]([CH3:25])[CH3:26])[C:5]2=[O:27])=[O:29])([CH3:34])([CH3:33])[CH3:32]. Procedure details: A mixture of 2-[6-hydroxy-2-(3-methoxy-phenyl)-4-oxo-4H-quinazolin-3-yl]-N-isopropyl-acetamide (INTERMEDIATE IV.4) (200 mg, 0.55 mmol), N-Boc-2-piperidine ethanol (250 mg, 1.09 mmol) and resin-bound triphenylphosphine (˜3 mmol/g, 543 mg, 1.63 mmol) in dichloromethane (4.5 mL) and DMF (0.5 mL) was cooled to 0° C. and diisopropylazodicarboxylate (DIAD) (0.21 mL, 1.09 mmol) was added dropwise with stirring. The reaction mixture was allowed to warm to room temperature and stirring was continued for ...